Dataset: the Open Reaction Database (ORD), a public repository of structured organic reaction records. Task: describe an organic reaction: reactants, conditions, products, and yield Starting materials: NC1=NC=C(C=C1)Cl (2-amino-5-chloro-pyridine), C(=S)(Cl)Cl (thiophosgene), ClC1=C(C(=CC=C1)Cl)C=1NC2=C(N1)C=CC(=C2)C(=O)NN (2-(2,6-dichloro-phenyl)-3H-benzoimidazole-5-carboxylic acid hydrazide), CCN=C=NCCCN(C)C (EDCI). Solvent: C(Cl)(Cl)Cl (CHCl3), C(=O)(O)[O-].[Na+] (NaHCO3), CCOC(=O)C (EtOAc), CN(C)C=O (DMF). Product: ClC=1C=CC(=NC1)NC=1OC(=NN1)C1=CC2=C(N=C(N2)C2=C(C=CC=C2Cl)Cl)C=C1 ((5-Chloro-pyridin-2-yl)-{5-[2-(2,6-dichloro-phenyl)-3H-benzoimidazol-5-yl]-[1,3,4]oxadiazol-2-yl}-amine). As a reaction SMILES: [NH2:1][C:2]1[CH:7]=[CH:6][C:5]([Cl:8])=[CH:4][N:3]=1.[C:9](Cl)(Cl)=S.[Cl:13][C:14]1[CH:19]=[CH:18][CH:17]=[C:16]([Cl:20])[C:15]=1[C:21]1[NH:22][C:23]2[CH:29]=[C:28]([C:30]([NH:32][NH2:33])=[O:31])[CH:27]=[CH:26][C:24]=2[N:25]=1.CCN=C=NCCCN(C)C>C(Cl)(Cl)Cl.C([O-])(O)=O.[Na+].CCOC(C)=O.CN(C=O)C>[Cl:8][C:5]1[CH:6]=[CH:7][C:2]([NH:1][C:9]2[O:31][C:30]([C:28]3[CH:27]=[CH:26][C:24]4[N:25]=[C:21]([C:15]5[C:16]([Cl:20])=[CH:17][CH:18]=[CH:19][C:14]=5[Cl:13])[NH:22][C:23]=4[CH:29]=3)=[N:32][N:33]=2)=[N:3][CH:4]=1 |f:5.6|. Procedure: Dissolve 2-amino-5-chloro-pyridine (130 mg, 1.01 mmol) in a biphasic solution of CHCl3 (25 mL) and saturated NaHCO3 (25 mL). Add thiophosgene (46 uL, 0.606 mmol) to the organic phase and stir the reaction vigorously for 2 hr. Add 2-(2,6-dichloro-phenyl)-3H-benzoimidazole-5-carboxylic acid hydrazide (250 mg, 0.778 mmol) and stir overnight. Filter the reaction. Extract the aqueous phase with CHCl3 (25 mL). Concentrate the combined organics and combine with the solid. Evaporate the solvent to yield... Product: [O-][n+]1ccc(OCc2ccc(F)cc2F)cc1. RXN SMILES: [C:21](=[O:22])([O-:23])[O-:24].[C:40](#[N:41])[CH3:42].[CH3:34][N:35]([CH3:36])[CH:37]=[O:38].[Cs+:25].[Cs+:26].[F:1][c:2]1[c:3]([CH2:4][OH:5])[cH:6][cH:7][c:8]([F:10])[cH:9]1.[N+:11]([O-:12])(=[O:13])[c:14]1[cH:15][cH:16][n+:17]([O-:20])[cH:18][cH:19]1.[OH2:39].[OH:27][C:28]([C:29]([F:30])([F:31])[F:32])=[O:33]>>[F:1][c:2]1[c:3]([CH2:4][O:5][c:14]2[cH:15][cH:16][n+:17]([O-:20])[cH:18][cH:19]2)[cH:6][cH:7][c:8]([F:10])[cH:9]1. Reactants: O=C([O-])[O-], CC#N, CN(C)C=O, [Cs+], [Cs+], OCc1ccc(F)cc1F, O=[N+]([O-])c1cc[n+]([O-])cc1, O, O=C(O)C(F)(F)F. Starting materials: solid, Cl.Cl.Cl.O1CCC=2C(=NC=CC21)N2CCN(CC2)CC[C@@H]2CC[C@H](CC2)N (trans-4-{2-[4-(2,3-dihydrofuro[3,2-c]pyridin-4-yl)-piperazin-1-yl]-ethyl}-cyclohexanamine trihydrochloride), Cl.Cl.Cl.O1CCC=2C(=NC=CC21)N2CCN(CC2)CC[C@@H]2CC[C@H](CC2)N (trans-4-{2-[4-(2,3-dihydrofuro[3,2-c]pyridin-4-yl)-piperazin-1-yl]-ethyl}-cyclohexanamine trihydrochloride), OC(CC(=O)O)(C)C (3-hydroxy-3-methyl-butanoic acid). The product is O1CCC=2C(=NC=CC21)N2CCN(CC2)CC[C@@H]2CC[C@H](CC2)NC(CC(C)(C)O)=O (trans-N-(4-{2-[4-(2,3-Dihydro-furo[3,2-c]pyridin-4-yl)-piperazin-1-yl]-ethyl}-cyclohexyl)-3-hydroxy-3-methyl-butyramide). RXN SMILES: Cl.Cl.Cl.[O:4]1[C:12]2[CH:11]=[CH:10][N:9]=[C:8]([N:13]3[CH2:18][CH2:17][N:16]([CH2:19][CH2:20][C@H:21]4[CH2:26][CH2:25][C@H:24]([NH2:27])[CH2:23][CH2:22]4)[CH2:15][CH2:14]3)[C:7]=2[CH2:6][CH2:5]1.[OH:28][C:29]([CH3:35])([CH3:34])[CH2:30][C:31](O)=[O:32]>>[O:4]1[C:12]2[CH:11]=[CH:10][N:9]=[C:8]([N:13]3[CH2:18][CH2:17][N:16]([CH2:19][CH2:20][C@H:21]4[CH2:26][CH2:25][C@H:24]([NH:27][C:31](=[O:32])[CH2:30][C:29]([OH:28])([CH3:35])[CH3:34])[CH2:23][CH2:22]4)[CH2:15][CH2:14]3)[C:7]=2[CH2:6][CH2:5]1 |f:0.1.2.3|. Procedure: The title compound, off-white solid (68 mg, 79%), MS (ISP) m/z=431.6 [(M+H)+], mp 208° C., was prepared in accordance with the general method of example 32 from trans-4-{2-[4-(2,3-dihydrofuro[3,2-c]pyridin-4-yl)-piperazin-1-yl]-ethyl}-cyclohexanamine trihydrochloride (intermediate C) (88 mg, 0.2 mmol) and 3-hydroxy-3-methyl-butanoic acid.